From a dataset of the Open Reaction Database (ORD), a public repository of structured organic reaction records. describe an organic reaction: reactants, conditions, products, and yield The reactants are ice water, C(CCCCCCC)C1CC2=CC=C(C=C2C1)B(O)O (2-octylindan-5-boronic acid), C(CCCC)[C@@H]1CC[C@H](CC1)C1=CC=C(C=C1)Br (4-(trans-4-pentylcyclohexy)phenyl bromide), C(C)O (ethanol), C([O-])([O-])=O.[Na+].[Na+] (sodium carbonate). The reagents and catalysts are [Pd].C1(=CC=CC=C1)P(C1=CC=CC=C1)C1=CC=CC=C1.C1(=CC=CC=C1)P(C1=CC=CC=C1)C1=CC=CC=C1.C1(=CC=CC=C1)P(C1=CC=CC=C1)C1=CC=CC=C1.C1(=CC=CC=C1)P(C1=CC=CC=C1)C1=CC=CC=C1 (tetrakis (triphenylphosphine) palladium). Solvent: C1=CC=CC=C1 (benzene). Product: C(CCCCCCC)C1CC2=CC=C(C=C2C1)C1=CC=C(C=C1)[C@@H]1CC[C@H](CC1)CCCCC (2-octyl-5-[4-(trans-4-pentylcyclohexyl)phenyl]indan). Isolated yield 51.2%. As a reaction SMILES: [CH2:1]([CH:9]1[CH2:17][C:16]2[C:11](=[CH:12][CH:13]=[C:14](B(O)O)[CH:15]=2)[CH2:10]1)[CH2:2][CH2:3][CH2:4][CH2:5][CH2:6][CH2:7][CH3:8].[CH2:21]([C@H:26]1[CH2:31][CH2:30][C@H:29]([C:32]2[CH:37]=[CH:36][C:35](Br)=[CH:34][CH:33]=2)[CH2:28][CH2:27]1)[CH2:22][CH2:23][CH2:24][CH3:25].C(O)C.C(=O)([O-])[O-].[Na+].[Na+]>[Pd].C1(P(C2C=CC=CC=2)C2C=CC=CC=2)C=CC=CC=1.C1(P(C2C=CC=CC=2)C2C=CC=CC=2)C=CC=CC=1.C1(P(C2C=CC=CC=2)C2C=CC=CC=2)C=CC=CC=1.C1(P(C2C=CC=CC=2)C2C=CC=CC=2)C=CC=CC=1.C1C=CC=CC=1>[CH2:1]([CH:9]1[CH2:17][C:16]2[C:11](=[CH:12][CH:13]=[C:14]([C:35]3[CH:34]=[CH:33][C:32]([C@H:29]4[CH2:30][CH2:31][C@H:26]([CH2:21][CH2:22][CH2:23][CH2:24][CH3:25])[CH2:27][CH2:28]4)=[CH:37][CH:36]=3)[CH:15]=2)[CH2:10]1)[CH2:2][CH2:3][CH2:4][CH2:5][CH2:6][CH2:7][CH3:8] |f:3.4.5,6.7.8.9.10|. Reported procedure: 1.78 g (6.5 mM) of 2-octylindan-5-boronic acid, 2.0 g (6.5 mM) of 4-(trans-4-pentylcyclohexy)phenyl bromide, 4 ml of ethanol, 8 ml of benzene, 8 ml of 2M-sodium carbonate aqueous solution and 0.24 g of tetrakis (triphenylphosphine) palladium (O) were mixed and heat-refluxed for 5 hours under stirring. After the reaction, the reaction mixture was poured into ice water, followed by extraction with toluene, washing with water and drying with anhydrous sodium sulfate. Then, the sodium sulfate was re... Reactants: FC1=C(C=C(C(=C1)Cl)OC1CCCC1)N1C(C2=CC(C1=O)CCC2)=O (N-(2-fluoro-4-chloro-5-cyclopentyloxyphenyl)-3,4,5,6-tetrahydroisophthalimide), Cl (hydrochloric acid), Cl.CN (Methylamine hydrochloride), C([O-])([O-])=O.[K+].[K+] (potassium carbonate), C(=O)=O (carbon dioxide). The solvent is C(C)#N (acetonitrile). Product: FC1=C(C=C(C(=C1)Cl)OC1CCCC1)NC(C1=C(C(=O)NC)CCCC1)=O (N-(2-fluoro-4-chloro-5-cyclopentyloxyphenyl)-N'-methyl-3,4,5,6-tetrahydrophthalamide). Yield: 107.5%. RXN SMILES: Cl.[CH3:2][NH2:3].[C:4](=[O:7])([O-])[O-].[K+].[K+].C(=O)=O.[F:13][C:14]1[CH:19]=[C:18]([Cl:20])[C:17]([O:21][CH:22]2[CH2:26][CH2:25][CH2:24][CH2:23]2)=[CH:16][C:15]=1[N:27]1[C:32](=[O:33])C2CCCC(=C2)C1=O.Cl>C(#N)C>[F:13][C:14]1[CH:19]=[C:18]([Cl:20])[C:17]([O:21][CH:22]2[CH2:23][CH2:24][CH2:25][CH2:26]2)=[CH:16][C:15]=1[NH:27][C:32](=[O:33])[C:14]1[CH2:19][CH2:18][CH2:17][CH2:16][C:15]=1[C:4]([NH:3][CH3:2])=[O:7] |f:0.1,2.3.4|. Procedure: Methylamine hydrochloride (0.200 g, 2.96 mmol) and potassium carbonate (0.400 g, 2.89 mmol), and acetonitrile (5 ml) as a solvent were placed into a round bottom flask (25 cc), followed by stirring at room temperature. After confirming the generation of carbon dioxide gas, N-(2-fluoro-4-chloro-5-cyclopentyloxyphenyl)-3,4,5,6-tetrahydroisophthalimide (0.650 g, 1.79 mmol) was added thereto, followed by stirring overnight at room temperature. After completion of the reaction, the reaction mixture w... Reactants: COC[P+](c1ccccc1)(c1ccccc1)c1ccccc1, CCOCC, CCCC=CC1CCC(C=O)CC1, [Cl-]. The product is CCCC=CC1CCC(C=COC)CC1. As a reaction SMILES: [CH3:2][O:3][CH2:4][P+:5]([c:6]1[cH:7][cH:8][cH:9][cH:10][cH:11]1)([c:12]1[cH:13][cH:14][cH:15][cH:16][cH:17]1)[c:18]1[cH:19][cH:20][cH:21][cH:22][cH:23]1.[CH3:37][CH2:38][O:39][CH2:40][CH3:41].[CH:24](=[CH:25][CH2:26][CH2:27][CH3:28])[CH:29]1[CH2:30][CH2:31][CH:32]([CH:35]=[O:36])[CH2:33][CH2:34]1.[Cl-:1]>>[CH3:2][O:3][CH:4]=[CH:35][CH:32]1[CH2:31][CH2:30][CH:29]([CH:24]=[CH:25][CH2:26][CH2:27][CH3:28])[CH2:34][CH2:33]1. The reactants are CC=1SC2=C(N1)C=C(C=C2)O (2-methylbenzothiazol-5-ol), ( 1 ), C(Cl)[C@@H]1CO1 ((S)-(+)-epichlorohydrin), ( 2 ), C([O-])([O-])=O.[K+].[K+] (potassium carbonate). Procedure: A mixture of 2-methylbenzothiazol-5-ol, a compound of formula (1) (6.0 g, 36 mmol), (S)-(+)-epichlorohydrin, a compound of formula (2) (20 ml, 182 mmol), and potassium carbonate (20 g, 144 mmol) in acetone (100 ml), was heated to reflux and allowed to stir overnight. The solution was allowed to cool and filtered through Celite 512. The filtrate was evaporated (in vacuo), to yield an oil. The oil was chromatographed on silica gel, eluting with 20% ethyl acetate/hexanes, to yield 5-[((2R)oxiran-2-... The product is O1[C@H](C1)COC=1C=CC2=C(N=C(S2)C)C1 (5-[((2R)oxiran-2-yl)methoxy]-2-methylbenzothiazole). Reaction conditions: time 8 hour. Reaction SMILES: [CH3:1][C:2]1[S:3][C:4]2[CH:10]=[CH:9][C:8]([OH:11])=[CH:7][C:5]=2[N:6]=1.[CH2:12]([C@H:14]1[O:16][CH2:15]1)Cl.C(=O)([O-])[O-].[K+].[K+]>CC(C)=O>[O:16]1[CH2:15][C@@H:14]1[CH2:12][O:11][C:8]1[CH:9]=[CH:10][C:4]2[S:3][C:2]([CH3:1])=[N:6][C:5]=2[CH:7]=1 |f:2.3.4|. The solvent is CC(=O)C (acetone). The reactants are S(=O)(=O)([O-])[O-].[Mg+2] (magnesium sulfate), C(C(=O)Cl)(=O)Cl (oxalyl chloride), CN(C)C=O (DMF), C(C)OC1=C(C=C2C(C(=CNC2=C1)C#N)=O)OC (7-ethoxy-1,4-dihydro-6-methoxy-4-oxo-3-quinolinecarbonitrile). Run in C(Cl)Cl (methylene chloride), C(Cl)(Cl)Cl (chloroform), C([O-])(O)=O.[Na+] (sodium bicarbonate). Reaction conditions: time 8 hour. Product: ClC1=C(C=NC2=CC(=C(C=C12)OC)OCC)C#N (4-Chloro-7-ethoxy-6-methoxy-3-quinolinecarbonitrile). Isolated yield 89.1%. As a reaction SMILES: [CH2:1]([O:3][C:4]1[CH:13]=[C:12]2[C:7]([C:8](=O)[C:9]([C:14]#[N:15])=[CH:10][NH:11]2)=[CH:6][C:5]=1[O:17][CH3:18])[CH3:2].C(Cl)(=O)C([Cl:22])=O.CN(C=O)C.S([O-])([O-])(=O)=O.[Mg+2]>C(Cl)(Cl)Cl.C(=O)(O)[O-].[Na+].C(Cl)Cl>[Cl:22][C:8]1[C:7]2[C:12](=[CH:13][C:4]([O:3][CH2:1][CH3:2])=[C:5]([O:17][CH3:18])[CH:6]=2)[N:11]=[CH:10][C:9]=1[C:14]#[N:15] |f:3.4,6.7|. Procedure details: Mixed 122 mg (0.50 mmol) 7-ethoxy-1,4-dihydro-6-methoxy-4-oxo-3-quinolinecarbonitrile and 2.0 ml methylene chloride under N2 and kept temperature near 25° C. Added 218 ill (2.5 mmol) oxalyl chloride and 10 μl (0.125 mmol) DMF. Stirred overnight, diluted with chloroform and stirred in saturated sodium bicarbonate until basic. Separated layers and dried organics with magnesium sulfate, stripped solvent and dried in vacuo, giving 117 mg of tan solid: mass spectrum (electrospray m/e): M+H=262.8, 264... Starting materials: C(C)(C)C1CC(CCC1)C(CC1OCCO1)C (2-[2-(3-isopropylcyclohexyl)propyl]-1,3-dioxolane), ClCCl (dichloromethane). Reagents/catalysts: O.O.O.O.O.O.[Fe](Cl)(Cl)Cl (Iron (III) chloride hexahydrate). The solvent is CC(=O)C (acetone). Reaction conditions: time 4 hour. The product is C(C)(C)C1CC(CCC1)C(CC=O)C (3-(3-isopropylcyclohexyl)butanal). Isolated yield 585.3%. Reaction SMILES: [CH:1]([CH:4]1[CH2:9][CH2:8][CH2:7][CH:6]([CH:10]([CH3:17])[CH2:11][CH:12]2OCC[O:13]2)[CH2:5]1)([CH3:3])[CH3:2].ClCCl>O.O.O.O.O.O.[Fe](Cl)(Cl)Cl.CC(C)=O>[CH:1]([CH:4]1[CH2:9][CH2:8][CH2:7][CH:6]([CH:10]([CH3:17])[CH2:11][CH:12]=[O:13])[CH2:5]1)([CH3:3])[CH3:2] |f:2.3.4.5.6.7.8|. Procedure details: 2-[2-(3-isopropylcyclohexyl)propyl]-1,3-dioxolane (5 g, 20.8 mmol) and a 4:1 mixture of dichloromethane:acetone (300 mL) were charged into a 3 L three-necked round-bottom flask equipped with a reflux condenser and a mechanical stirrer. Iron (III) chloride hexahydrate (19.7 g, 72.8 mmol, 3.5 eq) was added at ambient temperature. The reaction mixture was then stirred at ambient temperature for 4 h and subsequently quenched at 5-10° C. with the addition of saturated aqueous NaHCO3 (500 mL). The org... Starting materials: FC1=C(C=CC=C1)S(=O)(=O)NC1=C(C=2C(=CCCC2C=C1)OC)C(=O)OC (methyl 2-{[(2-fluorophenyl)sulfonyl]amino}-8-methoxy-5,6-dihydro-1-naphthalenecarboxylate), [H][H] (hydrogen). The reagents and catalysts are [Pd] (Pd/C). RXN SMILES: [F:1][C:2]1[CH:7]=[CH:6][CH:5]=[CH:4][C:3]=1[S:8]([NH:11][C:12]1[CH:21]=[CH:20][C:19]2[CH2:18][CH2:17][CH:16]=[C:15]([O:22][CH3:23])[C:14]=2[C:13]=1[C:24]([O:26][CH3:27])=[O:25])(=[O:10])=[O:9].[H][H]>C(OCC)(=O)C.[Pd]>[F:1][C:2]1[CH:7]=[CH:6][CH:5]=[CH:4][C:3]=1[S:8]([NH:11][C:12]1[CH:21]=[CH:20][C:19]2[CH2:18][CH2:17][CH2:16][CH:15]([O:22][CH3:23])[C:14]=2[C:13]=1[C:24]([O:26][CH3:27])=[O:25])(=[O:10])=[O:9]. The product is FC1=C(C=CC=C1)S(=O)(=O)NC1=C(C=2C(CCCC2C=C1)OC)C(=O)OC (methyl 2-{[(2-fluorophenyl)sulfonyl]amino}-8-methoxy-5,6,7,8-tetrahydro-1-naphthalenecarboxylate). Run in C(C)(=O)OCC (ethyl acetate). Reported procedure: A mixture of Example 458B (352 mg, 0.9 mmol) and 10% Pd/C (99.8 mg) in ethyl acetate (18 mL) was hydrogenated under 50 psi of hydrogen for 2.5 days. After filtration and concentration, the desired product was isolated in quantitative yield. MS (DCI/NH3) m/e 411 (M+NH4)+; 1H NMR (300 MHz, DMSO-d6) δ 9.84 (s, 1H), 7.7-7.61 (m, 2H), 7.43 (m, 1H), 7.31 (t, 1H), 7.12 (d, 1H), 7.01 (d, 1H), 4.42 (t, 1H), 3.63 (s, 3H), 3.15 (s, 3H), 2.70-2.61 (m, 2H), 1.86 (m, 1H), 1.77-1.55 (m, 3H).